This data is from the Open Reaction Database (ORD), a public repository of structured organic reaction records. The task is: describe an organic reaction: reactants, conditions, products, and yield Starting materials: FC(C)(F)C=1N=C(SC1)CN1N=CC(=N1)[N+](=O)[O-] (2-[4-(1,1-difluoro-ethyl)-thiazol-2-ylmethyl]-4-nitro-2H-[1,2,3]triazole), [NH4+].[Cl-] (NH4Cl), N#N (N2). Reagents/catalysts: [Fe] (iron). Solvent: CCO (EtOH), O (water). Conditions: temperature 85 celsius, time 20 minute. Product: FC(C)(F)C=1N=C(SC1)CN1N=CC(=N1)N (2-[4-(1,1-Difluoro-ethyl)-thiazol-2-ylmethyl]-2H-[1,2,3]triazol-4-ylamine). RXN SMILES: N#N.[F:3][C:4]([C:7]1[N:8]=[C:9]([CH2:12][N:13]2[N:17]=[C:16]([N+:18]([O-])=O)[CH:15]=[N:14]2)[S:10][CH:11]=1)([F:6])[CH3:5].[NH4+].[Cl-]>CCO.O.[Fe]>[F:3][C:4]([C:7]1[N:8]=[C:9]([CH2:12][N:13]2[N:17]=[C:16]([NH2:18])[CH:15]=[N:14]2)[S:10][CH:11]=1)([F:6])[CH3:5] |f:2.3|. Reported procedure: In a flame dried round-bottomed flask equipped with a magnetic stir bar and under inert atmosphere (N2), a mixture of 2-[4-(1,1-difluoro-ethyl)-thiazol-2-ylmethyl]-4-nitro-2H-[1,2,3]triazole (491 mg, 1.78 mmol), iron powder (302 mg, 5.35 mmol) and NH4Cl (482 mg, 8.92 mmol) in a mixture of EtOH (8.0 mL) and water (4.0 mL) was stirred at 85° C. for 20 min. The reaction mixture was filtered while hot and concentrated under reduced pressure. CH2Cl2 (20 mL) was added followed by water (20 mL). The aq... The reactants are NC1=C(C=C(C(=C1)F)F)C(=O)C=1C=NC=CC1 ((2-Amino-4,5-difluoro-phenyl)-pyridin-3-yl-methanone), CC(C)(C=1OC=CN1)C1=CC=C(C=C1)S(=O)(=O)Cl (4-(1-methyl-1-oxazol-2-yl-ethyl)-benzenesulfonyl chloride), N-aryl-benzenesulfonamides. The product is FC1=CC(=C(C=C1F)NS(=O)(=O)C1=CC=C(C=C1)C(C)(C=1OC=CN1)C)C(=O)C=1C=NC=CC1 (N-[4,5-Difluoro-2-(pyridine-3-carbonyl)-phenyl]-4-(1-methyl-1-oxazol-2-yl-ethyl)-benzenesulfonamide). As a reaction SMILES: [NH2:1][C:2]1[CH:7]=[C:6]([F:8])[C:5]([F:9])=[CH:4][C:3]=1[C:10]([C:12]1[CH:13]=[N:14][CH:15]=[CH:16][CH:17]=1)=[O:11].[CH3:18][C:19]([C:26]1[CH:31]=[CH:30][C:29]([S:32](Cl)(=[O:34])=[O:33])=[CH:28][CH:27]=1)([C:21]1[O:22][CH:23]=[CH:24][N:25]=1)[CH3:20]>>[F:9][C:5]1[C:6]([F:8])=[CH:7][C:2]([NH:1][S:32]([C:29]2[CH:28]=[CH:27][C:26]([C:19]([CH3:20])([C:21]3[O:22][CH:23]=[CH:24][N:25]=3)[CH3:18])=[CH:31][CH:30]=2)(=[O:33])=[O:34])=[C:3]([C:10]([C:12]2[CH:13]=[N:14][CH:15]=[CH:16][CH:17]=2)=[O:11])[CH:4]=1. Procedure details: The title compound was prepared from (2-Amino-4,5-difluoro-phenyl)-pyridin-3-yl-methanone and 4-(1-methyl-1-oxazol-2-yl-ethyl)-benzenesulfonyl chloride following the general procedure described for the preparation of N-aryl-benzenesulfonamides. MS: m/z 484 (M++1). Starting materials: COC(=O)CBr, O=C(OCc1ccccc1)c1ccc2cc(-c3ccc(O)c(C45CC6CC(CC(C6)C4)C5)c3)ccc2c1, Cl, [H-], [Na+], CN(C)C=O, O. Product: COC(=O)COc1ccc(-c2ccc3cc(C(=O)OCc4ccccc4)ccc3c2)cc1C12CC3CC(CC(C3)C1)C2. As a reaction SMILES: [Br:40][CH2:41][C:42](=[O:43])[O:44][CH3:45].[C:3]12([c:13]3[cH:14][c:15](-[c:20]4[cH:21][c:22]5[cH:23][cH:24][c:25]([C:30](=[O:31])[O:32][CH2:33][c:34]6[cH:35][cH:36][cH:37][cH:38][cH:39]6)[cH:26][c:27]5[cH:28][cH:29]4)[cH:16][cH:17][c:18]3[OH:19])[CH2:4][CH:5]3[CH2:6][CH:7]([CH2:8][CH:9]([CH2:10]1)[CH2:11]3)[CH2:12]2.[ClH:46].[H-:1].[Na+:2].[O:47]=[CH:48][N:49]([CH3:50])[CH3:51].[OH2:52]>>[C:3]12([c:13]3[cH:14][c:15](-[c:20]4[cH:21][c:22]5[cH:23][cH:24][c:25]([C:30](=[O:31])[O:32][CH2:33][c:34]6[cH:35][cH:36][cH:37][cH:38][cH:39]6)[cH:26][c:27]5[cH:28][cH:29]4)[cH:16][cH:17][c:18]3[O:19][CH2:41][C:42](=[O:43])[O:44][CH3:45])[CH2:4][CH:5]3[CH2:6][CH:7]([CH2:8][CH:9]([CH2:10]1)[CH2:11]3)[CH2:12]2.